This data is from the Open Reaction Database (ORD), a public repository of structured organic reaction records. The task is: describe an organic reaction: reactants, conditions, products, and yield The reactants are CC(C)C(C#N)(CCCO[Si](C)(C)C(C)(C)C)c1ccc(C#N)s1, CCCC[N+](CCCC)(CCCC)CCCC, [Cl-], [F-], [NH4+], C1CCOC1. The product is CC(C)C(C#N)(CCCO)c1ccc(C#N)s1. As a reaction SMILES: [C:1](#[N:2])[C:3]([CH2:4][CH2:5][CH2:6][O:7][Si:8]([C:9]([CH3:10])([CH3:11])[CH3:12])([CH3:13])[CH3:14])([CH:15]([CH3:16])[CH3:17])[c:18]1[cH:19][cH:20][c:21]([C:23]#[N:24])[s:22]1.[CH3:26][CH2:27][CH2:28][CH2:29][N+:30]([CH2:31][CH2:32][CH2:33][CH3:34])([CH2:35][CH2:36][CH2:37][CH3:38])[CH2:39][CH2:40][CH2:41][CH3:42].[Cl-:43].[F-:25].[NH4+:44].[O:45]1[CH2:46][CH2:47][CH2:48][CH2:49]1>>[C:1](#[N:2])[C:3]([CH2:4][CH2:5][CH2:6][OH:7])([CH:15]([CH3:16])[CH3:17])[c:18]1[cH:19][cH:20][c:21]([C:23]#[N:24])[s:22]1. Starting materials: ClC1=C(C=CC=C1)C(=CC#N)NC(C)C(C)C (3-(2-chlorophenyl)-3-[(3-methylbutan-2-yl)amino]acrylonitrile), C1(CC1)CC(=O)Cl (cyclopropylacetyl chloride), N1=CC=CC=C1 (pyridine). The solvent is ClCCCl (1,2-dichloroethane). Conditions: temperature 80 celsius. The product is ClC1=C(C=CC=C1)C(=C(C#N)C(CCC)=O)NC(C)C(C)C (2-{(2-chlorophenyl)[(3-methylbutan-2-yl)amino]methylene}-3-oxohexanenitrile). The yield is 79.0%. Reaction SMILES: [Cl:1][C:2]1[CH:7]=[CH:6][CH:5]=[CH:4][C:3]=1[C:8]([NH:12][CH:13]([CH:15]([CH3:17])[CH3:16])[CH3:14])=[CH:9][C:10]#[N:11].[CH:18]1([CH2:21][C:22](Cl)=[O:23])C[CH2:19]1.N1C=CC=CC=1>ClCCCl>[Cl:1][C:2]1[CH:7]=[CH:6][CH:5]=[CH:4][C:3]=1[C:8]([NH:12][CH:13]([CH:15]([CH3:17])[CH3:16])[CH3:14])=[C:9]([C:22](=[O:23])[CH2:21][CH2:18][CH3:19])[C:10]#[N:11]. Reported procedure: To a solution of 3-(2-chlorophenyl)-3-[(3-methylbutan-2-yl)amino]acrylonitrile (1 g, 4.02 mmol, 1 eq.) in 1,2-dichloroethane (2 ml) were added cyclopropylacetyl chloride (1.71 g, 16.08 mmol, 4 eq.) and pyridine (1.58 g, 20.1 mmol, Seq.) and the solution was heated to 80° C. for 8 h. The reaction was quenched with 1N aq. HCl (20 ml) and extracted with ethylacetate. The organic layers were combined and washed with 1N aq. NaOH (20 ml), dired over MgSO4 and concentration under vacuum. The residual o... Starting materials: O=C(NC1CC1)C(C)(C)C. The reagents and catalysts are O1B(OC(C)(C)C1(C)C)B2OC(C)(C)C(O2)(C)C, N=1C(=CC=C2C=CC=3C=CC(=NC3C12)C)C, C[OH2+].C[OH2+].C1CC=CCCC=C1.C1CC=CCCC=C1.[Ir].[Ir]. The solvent is C1CCCCC1. Reaction conditions: temperature 70 celsius, time 18 hour. Product: O=C(NC1CC1B2OC(C)(C)C(O2)(C)C)C(C)(C)C. The yield is 6.0%. Procedure details: A mixture of 3,4,7,8-tetramethyl-1,10-phenanthroline (46.9 mg, 71 µmol) and [Ir(OMe)(cod)]2 (33.5 mg, 0.14 mmol) in cyclohexane (5 mL) was stirred at room temperature for 15 min in a Schlenk flask under N2 atmosphere. N-Cyclopropylpivalamide (1a: 2.0 g, 14 mmol), 4,4,5,5-tetramethyl-1,3,2-dioxaborolane (HBpin: 3.08 mL, 21 mmol) and cyclohexane (20 mL) were added to the mixture under N2 flow. Then, the reaction mixture was heated at 80 °C for 18 h under N2 atmosphere. The reaction mixture was con...